This data is from the Open Reaction Database (ORD), a public repository of structured organic reaction records. The task is: describe an organic reaction: reactants, conditions, products, and yield Reactants: C(N)(=O)C1(CCN(CC1)C(=O)OC(C)(C)C)C (tert-butyl 4-carbamoyl-4-methylpiperidine-1-carboxylate), BrC1=CC=C(CN2CC3=CC=C(C=C3CC2)C(=O)OC)C=C1 (methyl 2-(4-bromobenzyl)-1,2,3,4-tetrahydroisoquinoline-6-carboxylate), CC1(C2=C(C(=CC=C2)P(C3=CC=CC=C3)C4=CC=CC=C4)OC5=C(C=CC=C51)P(C6=CC=CC=C6)C7=CC=CC=C7)C (Xantphos), C(=O)([O-])[O-].[Cs+].[Cs+] (Cs2CO3). Reagents/catalysts: C=1C=CC(=CC1)/C=C/C(=O)/C=C/C2=CC=CC=C2.C=1C=CC(=CC1)/C=C/C(=O)/C=C/C2=CC=CC=C2.C=1C=CC(=CC1)/C=C/C(=O)/C=C/C2=CC=CC=C2.[Pd].[Pd] (Pd2(dba)3). Solvent: O1CCOCC1 (dioxane). Run at temperature 100 celsius. The product is C(C)(C)(C)OC(=O)N1CCC(CC1)(C)C(=O)NC1=CC=C(CN2CC3=CC=C(C=C3CC2)C(=O)OC)C=C1 (methyl 2-[4-({[1-(tert-butoxycarbonyl)-4-methylpiperidin-4-yl]carbonyl}amino)benzyl]-1,2,3,4-tetrahydroisoquinoline-6-carboxylate). The yield is 45.8%. As a reaction SMILES: [C:1]([C:4]1([CH3:17])[CH2:9][CH2:8][N:7]([C:10]([O:12][C:13]([CH3:16])([CH3:15])[CH3:14])=[O:11])[CH2:6][CH2:5]1)(=[O:3])[NH2:2].Br[C:19]1[CH:39]=[CH:38][C:22]([CH2:23][N:24]2[CH2:33][CH2:32][C:31]3[C:26](=[CH:27][CH:28]=[C:29]([C:34]([O:36][CH3:37])=[O:35])[CH:30]=3)[CH2:25]2)=[CH:21][CH:20]=1.CC1(C)C2C(=C(P(C3C=CC=CC=3)C3C=CC=CC=3)C=CC=2)OC2C(P(C3C=CC=CC=3)C3C=CC=CC=3)=CC=CC1=2.C([O-])([O-])=O.[Cs+].[Cs+]>O1CCOCC1.C1C=CC(/C=C/C(/C=C/C2C=CC=CC=2)=O)=CC=1.C1C=CC(/C=C/C(/C=C/C2C=CC=CC=2)=O)=CC=1.C1C=CC(/C=C/C(/C=C/C2C=CC=CC=2)=O)=CC=1.[Pd].[Pd]>[C:13]([O:12][C:10]([N:7]1[CH2:8][CH2:9][C:4]([C:1]([NH:2][C:19]2[CH:39]=[CH:38][C:22]([CH2:23][N:24]3[CH2:33][CH2:32][C:31]4[C:26](=[CH:27][CH:28]=[C:29]([C:34]([O:36][CH3:37])=[O:35])[CH:30]=4)[CH2:25]3)=[CH:21][CH:20]=2)=[O:3])([CH3:17])[CH2:5][CH2:6]1)=[O:11])([CH3:16])([CH3:15])[CH3:14] |f:3.4.5,7.8.9.10.11|. Procedure: A mixture of tert-butyl 4-carbamoyl-4-methylpiperidine-1-carboxylate (178 mg, 0.733 mmol), methyl 2-(4-bromobenzyl)-1,2,3,4-tetrahydroisoquinoline-6-carboxylate (240 mg, 0.670 mmol), Pd2(dba)3 (61 mg, 0.066 mmol), Xantphos (116 mg, 0.200 mmol), and Cs2CO3 (434 mg, 1.33 mmol) in dioxane (10.6 mL) was degassed thoroughly and the reaction vessel was sealed. The mixture was heated at 100° C. overnight and then filtered. The filtrate was concentrated. The resulting residue was purified by column chro... Reactants: C1CCNCC1, COc1cccc2c1CCC2=O, CC(=O)O, ClCCl, O=Cc1cccs1. The product is COc1cccc2c1CC(=Cc1cccs1)C2=O. As a reaction SMILES: [CH2:20]1[CH2:21][CH2:22][NH:23][CH2:24][CH2:25]1.[CH3:1][O:2][c:3]1[c:4]2[c:8]([cH:9][cH:10][cH:11]1)[C:7](=[O:12])[CH2:6][CH2:5]2.[CH3:26][C:27](=[O:28])[OH:29].[Cl:30][CH2:31][Cl:32].[s:13]1[c:14]([CH:18]=[O:19])[cH:15][cH:16][cH:17]1>>[CH3:1][O:2][c:3]1[c:4]2[c:8]([cH:9][cH:10][cH:11]1)[C:7](=[O:12])[C:6](=[CH:18][c:14]1[s:13][cH:17][cH:16][cH:15]1)[CH2:5]2. The reactants are CC#N, COC(=O)c1cccc(C)c1N, [Na+], [OH-], O, O=S(=O)(Cl)Cl. Product: COC(=O)c1cc(Cl)cc(C)c1N. Reaction SMILES: [CH3:21][C:22]#[N:23].[NH2:1][c:2]1[c:3]([C:4](=[O:5])[O:6][CH3:7])[cH:8][cH:9][cH:10][c:11]1[CH3:12].[Na+:20].[OH-:19].[OH2:18].[S:13]([Cl:14])(=[O:15])([Cl:16])=[O:17]>>[NH2:1][c:2]1[c:3]([C:4](=[O:5])[O:6][CH3:7])[cH:8][c:9]([Cl:16])[cH:10][c:11]1[CH3:12]. The reactants are C(C=C)(=O)O (acrylic acid), BrC=1N(C2=CC=CC=C2C1C1=CC=C(C=C1)F)C(C)C (2-bromo-3-(4-fluorophenyl)-1-isopropyl-1H-indole), CN(C)C=O (DMF), C([O-])([O-])=O.[Cs+].[Cs+] (caesium carbonate). Solvent: O (water). Conditions: time 30 minute. Product: FC1=CC=C(C=C1)C1=C(N(C2=CC=CC=C12)C(C)C)/C=C/C(=O)O ((E)-3-[3-(4-Fluorophenyl)-1-isopropyl-1H-indol-2-yl]-acrylic Acid). RXN SMILES: Br[C:2]1[N:3]([CH:18]([CH3:20])[CH3:19])[C:4]2[C:9]([C:10]=1[C:11]1[CH:16]=[CH:15][C:14]([F:17])=[CH:13][CH:12]=1)=[CH:8][CH:7]=[CH:6][CH:5]=2.CN(C=O)C.C(=O)([O-])[O-].[Cs+].[Cs+].[C:32]([OH:36])(=[O:35])[CH:33]=[CH2:34]>O>[F:17][C:14]1[CH:15]=[CH:16][C:11]([C:10]2[C:9]3[C:4](=[CH:5][CH:6]=[CH:7][CH:8]=3)[N:3]([CH:18]([CH3:20])[CH3:19])[C:2]=2/[CH:34]=[CH:33]/[C:32]([OH:36])=[O:35])=[CH:12][CH:13]=1 |f:2.3.4|. Reported procedure: 2 g (6.02 mmol) of 2-bromo-3-(4-fluorophenyl)-1-isopropyl-1H-indole, 10 ml of DMF and 0.5 ml of water are introduced into a 50 ml three-necked, round-bottomed flask, which has been purged with nitrogen and is equipped with a magnetic stirrer, thermometer, reflux condenser, gas inlet tube and nitrogen delivery line, and degassing is carried out for 30 min. by introducing nitrogen. 24 mg (1.0 mol %) of the catalyst K4 from WO-A-99/47474 and 2.15 g (6.6 mmol) of caesium carbonate are then added and... Starting materials: COC(C1=C(SC=C1)C(C1=C(C=CC=C1)F)=O)OC (2-(2-fluorobenzoyl)-3-thiophenecarboxaldehyde dimethylacetal), [OH-].[K+] (potassium hydroxide), NN (hydrazine), monohydrate. Solvent: C(CO)O (ethylene glycol). Product: COC(C1=C(SC=C1)CC1=C(C=CC=C1)F)OC (2-(2-fluorobenzyl)-3-thiophenecarboxaldehyde dimethylacetal). RXN SMILES: [CH3:1][O:2][CH:3]([O:18][CH3:19])[C:4]1[CH:8]=[CH:7][S:6][C:5]=1[C:9](=O)[C:10]1[CH:15]=[CH:14][CH:13]=[CH:12][C:11]=1[F:16].[OH-].[K+].NN>C(O)CO>[CH3:19][O:18][CH:3]([O:2][CH3:1])[C:4]1[CH:8]=[CH:7][S:6][C:5]=1[CH2:9][C:10]1[CH:15]=[CH:14][CH:13]=[CH:12][C:11]=1[F:16] |f:1.2|. Reported procedure: To 2-(2-fluorobenzoyl)-3-thiophenecarboxaldehyde dimethylacetal (144 g), and ethylene glycol (500 ml) was added potassium hydroxide (115 g) and hydrazine.monohydrate (74.8 ml). The reaction mixture was warmed slowly in an oil bath to 70°-75° C.; 10-15 ml of distillate was collected. The temperature was slowly increased to 120°-125° C. and maintained at this temperature for 30 mins. The oil bath was removed, and the mixture allowed to cool to room temperature. Ether and water were added and the l... The reactants are O=C(O)C=CC(=O)O, CC(=O)O[BH-](OC(C)=O)OC(C)=O, O=C1C2CCC1N(Cc1ccccc1)C2, C1CCOC1, CC(C)(C)C(=O)n1ncc2cc(N)ccc21, [Na+]. Yields the product CC(C)(C)C(=O)n1ncc2cc(NC3C4CCC3N(Cc3ccccc3)C4)ccc21. Reaction SMILES: [C:1]([OH:2])(=[O:3])[CH:4]=[CH:5][C:6]([OH:7])=[O:8].[C:40]([O:41][BH-:42]([O:43][C:44](=[O:45])[CH3:46])[O:47][C:48](=[O:49])[CH3:50])(=[O:51])[CH3:52].[CH2:25]([c:26]1[cH:27][cH:28][cH:29][cH:30][cH:31]1)[N:32]1[CH:33]2[CH2:34][CH2:35][CH:36]([CH2:37]1)[C:38]2=[O:39].[CH2:54]1[O:55][CH2:56][CH2:57][CH2:58]1.[NH2:9][c:10]1[cH:11][c:12]2[cH:13][n:14][n:15]([C:19]([C:20]([CH3:21])([CH3:22])[CH3:23])=[O:24])[c:16]2[cH:17][cH:18]1.[Na+:53]>>[NH:9]([c:10]1[cH:11][c:12]2[cH:13][n:14][n:15]([C:19]([C:20]([CH3:21])([CH3:22])[CH3:23])=[O:24])[c:16]2[cH:17][cH:18]1)[CH:38]1[CH:33]2[N:32]([CH2:25][c:26]3[cH:27][cH:28][cH:29][cH:30][cH:31]3)[CH2:37][CH:36]1[CH2:35][CH2:34]2. Reactants: CC1(C=2C=CC(=CC2CCC1)C=1N=C(SC1)N1CCC(CC1)N)C (1-[4-(5,5-dimethyl-5,6,7,8-tetrahydronaphthalen-2-yl)thiazol-2-yl]piperidin-4-ylamine), [Si](C)(C)(C(C)(C)C)OCC=O ((tert-butyldimethylsilanyloxy)acetaldehyde), C[N+](C)(C)C.C1CCOC1 (tetramethylammonium THF). Product: CC1(C=2C=CC(=CC2CCC1)C=1N=C(SC1)N1CCC(CC1)N(CCO)CCO)C (2-[{1-[4-(5,5-Dimethyl-5,6,7,8-tetrahydronaphthalen-2-yl)thiazol-2-yl]-piperidin-4-yl}-(2-hydroxyethyl)amino]ethanol). RXN SMILES: [CH3:1][C:2]1([CH3:24])[CH2:11][CH2:10][CH2:9][C:8]2[CH:7]=[C:6]([C:12]3[N:13]=[C:14]([N:17]4[CH2:22][CH2:21][CH:20]([NH2:23])[CH2:19][CH2:18]4)[S:15][CH:16]=3)[CH:5]=[CH:4][C:3]1=2.[Si](O[CH2:33][CH:34]=[O:35])(C(C)(C)C)(C)C.C[N+](C)(C)C.C1C[O:44][CH2:43][CH2:42]1>>[CH3:1][C:2]1([CH3:24])[CH2:11][CH2:10][CH2:9][C:8]2[CH:7]=[C:6]([C:12]3[N:13]=[C:14]([N:17]4[CH2:22][CH2:21][CH:20]([N:23]([CH2:33][CH2:34][OH:35])[CH2:42][CH2:43][OH:44])[CH2:19][CH2:18]4)[S:15][CH:16]=3)[CH:5]=[CH:4][C:3]1=2 |f:2.3|. Reported procedure: The preparation is carried out starting from 1-[4-(5,5-dimethyl-5,6,7,8-tetrahydronaphthalen-2-yl)thiazol-2-yl]piperidin-4-ylamine and (tert-butyldimethylsilanyloxy)acetaldehyde. The protecting group is cleaved off as already described by means of a 1M tetramethylammonium/THF solution. The product was purified by means of preparative HPLC and converted into the hydrochloride. Starting materials: ice water, [H-].[Na+] (sodium hydride), N1(N=CN=C1)CP(OCC)(OCC)=O (diethyl (1H-1,2,4-triazol-1-yl)methylphosphonate), CC(C)(C(COC1=CC=C(C=C1)Cl)=O)C (2,2-dimethyl-4-(4-chlorophenoxy)butan-3-one), C1COCCOCCOCCOCCO1 (15-crown-5). The solvent is COCCOC (1,2-dimethoxyethane), C(OC)COC (dimethoxyethane). Conditions: time 10 hour. Product: N1(N=CN=C1)C=C(C(C)(C)C)COC1=CC=C(C=C1)Cl (1-(1H-1,2,4-triazol-1-yl)-2-(4-chlorophenoxymethyl)-3,3-dimethylbutene). Reaction SMILES: [H-].[Na+].[N:3]1([CH2:8]P(=O)(OCC)OCC)[CH:7]=[N:6][CH:5]=[N:4]1.[CH3:17][C:18]([CH3:31])([C:20](=O)[CH2:21][O:22][C:23]1[CH:28]=[CH:27][C:26]([Cl:29])=[CH:25][CH:24]=1)[CH3:19].C1OCCOCCOCCOCCOC1>C(COC)OC>[N:3]1([CH:8]=[C:20]([CH2:21][O:22][C:23]2[CH:24]=[CH:25][C:26]([Cl:29])=[CH:27][CH:28]=2)[C:18]([CH3:31])([CH3:17])[CH3:19])[CH:7]=[N:6][CH:5]=[N:4]1 |f:0.1|. Procedure details: 15 g of sodium hydride in the form of a 55% dispersion in oil are added under nitrogen to 150 ml of 1,2-dimethoxyethane. Then a solution of 69 g (0.315 mole) of diethyl (1H-1,2,4-triazol-1-yl)methylphosphonate, 68 g (0.3 mole) of 2,2-dimethyl-4-(4-chlorophenoxy)butan-3-one and a trace of 15-crown-5 in 500 ml of dimethoxyethane are added dropwise. The reaction mixture is stirred for about 10 hours and, after the dropwise addition of ice/water, extracted with methylene chloride. The combined extra...